This data is from the Open Reaction Database (ORD), a public repository of structured organic reaction records. The task is: describe an organic reaction: reactants, conditions, products, and yield Reactants: BrCc1cccc2c1OCO2, CC1(C)NN(C2C3CC4CC(C3)CC2C4)C1=O. The product is CC1(C)C(=O)N(C2C3CC4CC(C3)CC2C4)N1Cc1cccc2c1OCO2. RXN SMILES: [CH2:18]1[O:19][c:20]2[c:21]([CH2:22][Br:23])[cH:24][cH:25][cH:26][c:27]2[O:28]1.[CH:1]12[CH:2]([N:11]3[NH:12][C:13]([CH3:16])([CH3:17])[C:14]3=[O:15])[CH:3]3[CH2:4][CH:5]([CH2:6][CH:7]([CH2:8]1)[CH2:9]3)[CH2:10]2>>[CH:1]12[CH:2]([N:11]3[N:12]([CH2:22][c:21]4[c:20]5[c:27]([cH:26][cH:25][cH:24]4)[O:28][CH2:18][O:19]5)[C:13]([CH3:16])([CH3:17])[C:14]3=[O:15])[CH:3]3[CH2:4][CH:5]([CH2:6][CH:7]([CH2:8]1)[CH2:9]3)[CH2:10]2. Reactants: NC[C@H]1N(CCC[C@H]1C)C(=O)C1=C(C=CC(=C1)C)N1N=CC=N1 (((2S,3R)-2-(aminomethyl)-3-methylpiperidin-1-yl)(5-methyl-2-(2H-1,2,3-triazol-2-yl)phenyl)methanone), BrC1=NC=C(C=C1)C (2-bromo-5-methylpyridine). The product is C[C@H]1[C@H](N(CCC1)C(=O)C1=C(C=CC(=C1)C)N1N=CC=N1)CNC1=NC=C(C=C1)C (((2S,3R)-3-Methyl-2-(((5-methylpyridin-2-yl)amino)methyl)piperidin-1-yl)(5-methyl-2-(2H-1,2,3-triazol-2-yl)phenyl)methanone). As a reaction SMILES: [NH2:1][CH2:2][C@@H:3]1[C@H:8]([CH3:9])[CH2:7][CH2:6][CH2:5][N:4]1[C:10]([C:12]1[CH:17]=[C:16]([CH3:18])[CH:15]=[CH:14][C:13]=1[N:19]1[N:23]=[CH:22][CH:21]=[N:20]1)=[O:11].Br[C:25]1[CH:30]=[CH:29][C:28]([CH3:31])=[CH:27][N:26]=1>>[CH3:9][C@@H:8]1[CH2:7][CH2:6][CH2:5][N:4]([C:10]([C:12]2[CH:17]=[C:16]([CH3:18])[CH:15]=[CH:14][C:13]=2[N:19]2[N:23]=[CH:22][CH:21]=[N:20]2)=[O:11])[C@@H:3]1[CH2:2][NH:1][C:25]1[CH:30]=[CH:29][C:28]([CH3:31])=[CH:27][N:26]=1. Procedure: The title compound was prepared following the same general protocol as described for Example A44 using ((2S,3R)-2-(aminomethyl)-3-methylpiperidin-1-yl)(5-methyl-2-(2H-1,2,3-triazol-2-yl)phenyl)methanone and 2-bromo-5-methylpyridine. MS (ESI) 409.2 (M+H).